This data is from the Open Reaction Database (ORD), a public repository of structured organic reaction records. The task is: describe an organic reaction: reactants, conditions, products, and yield Reactants: C1CCOC1, S=c1[nH]cc(CC2CCC3=C2CCC3)[nH]1, c1nc(CC2CCC3=C2CCC3)c[nH]1, O=C(Cl)Oc1ccccc1, [Na+], O=C([O-])O, O. The product is O=c1[nH]cc(CC2CCC3=C2CCC3)[nH]1. RXN SMILES: [CH2:45]1[O:46][CH2:47][CH2:48][CH2:49]1.[CH:15]1([CH2:16][c:17]2[nH:18][c:19](=[S:20])[nH:21][cH:22]2)[C:23]2=[C:27]([CH2:26][CH2:25][CH2:24]2)[CH2:28][CH2:29]1.[CH:1]1([CH2:9][c:10]2[n:11][cH:12][nH:13][cH:14]2)[CH2:2][CH2:3][C:4]2=[C:8]1[CH2:7][CH2:6][CH2:5]2.[Cl:35][C:36]([O:37][c:38]1[cH:39][cH:40][cH:41][cH:42][cH:43]1)=[O:44].[Na+:34].[O-:30][C:31]([OH:32])=[O:33].[OH2:50]>>[CH:1]1([CH2:9][c:10]2[nH:11][c:12](=[O:30])[nH:13][cH:14]2)[CH2:2][CH2:3][C:4]2=[C:8]1[CH2:7][CH2:6][CH2:5]2. Starting materials: CN(C(=NC)N)C (1,1,2-trimethylguanidine), C1(CCCCC1)N=C=O (cyclohexyl isocyanate). The solvent is C1(=CC=CC=C1)C (toluene). Product: C1(CCCCC1)NC(=O)N=C(N(C)C)NC (2-cyclohexylcarbamoyl-1,1,3-trimethylguanidine). RXN SMILES: [CH3:1][N:2]([CH3:7])[C:3]([NH2:6])=[N:4][CH3:5].[CH:8]1([N:14]=[C:15]=[O:16])[CH2:13][CH2:12][CH2:11][CH2:10][CH2:9]1>C1(C)C=CC=CC=1>[CH:8]1([NH:14][C:15]([N:6]=[C:3]([NH:4][CH3:5])[N:2]([CH3:7])[CH3:1])=[O:16])[CH2:13][CH2:12][CH2:11][CH2:10][CH2:9]1. Reported procedure: To 60.6 parts by weight of 1,1,2-trimethylguanidine in 600 parts by volume of toluene are added dropwise with cooling 75 parts by weight of cyclohexyl isocyanate. After evaporation of the solvent in vacuo, the product is recrystallized from acetonitrile to yield 2-cyclohexylcarbamoyl-1,1,3-trimethylguanidine, m.p. 121°-124° C.